This data is from the Open Reaction Database (ORD), a public repository of structured organic reaction records. The task is: describe an organic reaction: reactants, conditions, products, and yield Reactants: [BH4-].[Na+] (sodium borohydride), Cl (HCl), FC(C#N)(CCCOC)F (2,2-difluoro-5-methoxyvaleronitrile), C(=C)[Mg]Br (vinyl magnesium bromide). Solvent: CO (methanol), O (water), O1CCCC1 (tetrahydrofuran). Reaction conditions: temperature -12 celsius, time 0.5 hour. Yields the product NC(C=C)C(CCCOC)(F)F (3-amino-4,4-difluoro-7-methoxy-1-heptene). RXN SMILES: [F:1][C:2]([F:10])([CH2:5][CH2:6][CH2:7][O:8][CH3:9])[C:3]#[N:4].[CH:11]([Mg]Br)=[CH2:12].[BH4-].[Na+].Cl>O1CCCC1.CO.O>[NH2:4][CH:3]([C:2]([F:10])([F:1])[CH2:5][CH2:6][CH2:7][O:8][CH3:9])[CH:11]=[CH2:12] |f:2.3|. Reported procedure: Under an atmosphere of nitrogen, 2,2-difluoro-5-methoxyvaleronitrile (4.85 mg, 3.25 mmoles), dissolved in tetrahydrofuran (5 ml), is slowly added to vinyl magnesium bromide (8 ml, 0.5M in tetrahydrofuran, 4 mmoles) previously cooled to -12° C. The reaction mixture is kept at -10° C. for 1/2 hour and then cooled to -40° C. A solution/suspension of sodium borohydride (133 mg, 3.5 mmoles) in methanol (14 ml) and water (0.5 ml), cooled to -40° C., is poured into the mixture, The temperature is allow... The reactants are O=C(O)CBr, C1CCOC1, CCCCCC, [Li]CCCC, O, OCCOC(c1ccccc1)(c1ccccc1)c1ccccc1. The product is O=C(O)COCCOC(c1ccccc1)(c1ccccc1)c1ccccc1. As a reaction SMILES: [Br:35][CH2:36][C:37](=[O:38])[OH:39].[CH2:40]1[O:41][CH2:42][CH2:43][CH2:44]1.[CH3:29][CH2:30][CH2:31][CH2:32][CH2:33][CH3:34].[Li:24][CH2:25][CH2:26][CH2:27][CH3:28].[OH2:45].[c:1]1([C:7]([O:8][CH2:9][CH2:10][OH:11])([c:12]2[cH:13][cH:14][cH:15][cH:16][cH:17]2)[c:18]2[cH:19][cH:20][cH:21][cH:22][cH:23]2)[cH:2][cH:3][cH:4][cH:5][cH:6]1>>[c:1]1([C:7]([O:8][CH2:9][CH2:10][O:11][CH2:36][C:37](=[O:38])[OH:39])([c:12]2[cH:13][cH:14][cH:15][cH:16][cH:17]2)[c:18]2[cH:19][cH:20][cH:21][cH:22][cH:23]2)[cH:2][cH:3][cH:4][cH:5][cH:6]1. The reactants are CO, CC(C)C1Sc2ccccc2NC(=O)C1NC(=O)C(F)(F)F, [Na+], [OH-], O. Yields the product CC(C)C1Sc2ccccc2NC(=O)C1N. RXN SMILES: [CH3:26][OH:27].[CH:1]([CH3:2])([CH3:3])[CH:4]1[S:5][c:6]2[c:7]([cH:19][cH:20][cH:21][cH:22]2)[NH:8][C:9](=[O:18])[CH:10]1[NH:11][C:12](=[O:13])[C:14]([F:15])([F:16])[F:17].[Na+:24].[OH-:23].[OH2:25]>>[CH:1]([CH3:2])([CH3:3])[CH:4]1[S:5][c:6]2[c:7]([cH:19][cH:20][cH:21][cH:22]2)[NH:8][C:9](=[O:18])[CH:10]1[NH2:11]. Run in C(C)(=O)O (acetic acid). Procedure details: A mixture of 6-methyl-2-oxo-4-phenyl-2H-1-benzopyran-3-carboxylic acid ethyl ester [prepared by heating 2-hydroxy-5-methylbenzophenone and diethyl malonate in the presence of 1,8-diazabicyclo[5.4.0]undec-7-en; melting point: 129°-131° C.; NMR (200 MHz, CDCl3) ppm: 0.96 (3H, t, J=7.2 Hz), 2.31 (3H, s), 4.07 (2H, q, J=7.2 Hz), 7.01 (1H, bs), 7.2-7.4 (4H, m), 7.5-7.6 (3H, m)] (10.0 g), acetic acid (100 ml). and hydrochloric acid (60 ml) was heated under reflux at 110° C. for 15 hours. After the sol... The reactants are OC1=C(C(=O)C2=CC=CC=C2)C=C(C=C1)C (2-hydroxy-5-methylbenzophenone), C(CC(=O)OCC)(=O)OCC (diethyl malonate), N12CCCCCC2=NCCC1 (1,8-diazabicyclo[5.4.0]undec-7-en), C(C)OC(=O)C=1C(OC2=C(C1C1=CC=CC=C1)C=C(C=C2)C)=O (6-methyl-2-oxo-4-phenyl-2H-1-benzopyran-3-carboxylic acid ethyl ester), Cl (hydrochloric acid). Product: CC=1C=CC2=C(C(=C(C(O2)=O)C(=O)O)C2=CC=CC=C2)C1 (6-methyl-2-oxo-4-phenyl-2H-1-benzopyran-3-carboxylic acid). Reaction conditions: temperature 110 celsius. As a reaction SMILES: C([O:3][C:4]([C:6]1[C:7](=[O:23])[O:8][C:9]2[CH:21]=[CH:20][C:19]([CH3:22])=[CH:18][C:10]=2[C:11]=1[C:12]1[CH:17]=[CH:16][CH:15]=[CH:14][CH:13]=1)=[O:5])C.OC1C=CC(C)=CC=1C(C1C=CC=CC=1)=O.C(OCC)(=O)CC(OCC)=O.N12CCCN=C1CCCCC2.Cl>C(O)(=O)C>[CH3:22][C:19]1[CH:20]=[CH:21][C:9]2[O:8][C:7](=[O:23])[C:6]([C:4]([OH:5])=[O:3])=[C:11]([C:12]3[CH:17]=[CH:16][CH:15]=[CH:14][CH:13]=3)[C:10]=2[CH:18]=1. The reactants are CCOC(=O)C1=COc2ccc(OC(C)=O)cc2O1, CCO, CC[O-], [Na+]. Product: CCOC(=O)C1=COc2ccc(O)cc2O1. RXN SMILES: [C:5](=[O:6])([CH3:7])[O:8][c:9]1[cH:10][cH:11][c:12]2[c:13]([cH:23]1)[O:14][C:15]([C:18](=[O:19])[O:20][CH2:21][CH3:22])=[CH:16][O:17]2.[CH3:24][CH2:25][OH:26].[CH3:2][CH2:3][O-:4].[Na+:1]>>[OH:8][c:9]1[cH:10][cH:11][c:12]2[c:13]([cH:23]1)[O:14][C:15]([C:18](=[O:19])[O:20][CH2:21][CH3:22])=[CH:16][O:17]2. Reactants: ClC1=C(C=CC2=CC=CC=C12)CC#N (1-chloro-2-naphthylacetonitrile), FC1=C(C=O)C=CC=C1 (2-fluorobenzaldehyde), C(C)O (ethanol). Yields the product ClC1=C2CC(NC(C2=CC2=C1C=CC=C2)C2=C(C=CC=C2)F)=O (5-Chloro-1-(2'-fluorophenyl)-1,4-dihydro-benz[g]isoquinol-3-one). As a reaction SMILES: [Cl:1][C:2]1[C:11]2[C:6](=[CH:7][CH:8]=[CH:9][CH:10]=2)[CH:5]=[CH:4][C:3]=1[CH2:12][C:13]#[N:14].[F:15][C:16]1[CH:23]=[CH:22][CH:21]=[CH:20][C:17]=1[CH:18]=O.C([OH:26])C>>[Cl:1][C:2]1[C:11]2[CH:10]=[CH:9][CH:8]=[CH:7][C:6]=2[CH:5]=[C:4]2[C:3]=1[CH2:12][C:13](=[O:26])[NH:14][CH:18]2[C:17]1[CH:20]=[CH:21][CH:22]=[CH:23][C:16]=1[F:15]. Procedure details: From 1-chloro-2-naphthylacetonitrile and 2-fluorobenzaldehyde, m.p. 206°-9° (ethanol). The reactants are C=Cc1cccc(C2(C)CCN(C(=O)CCCCC)CC2C)c1, C[N+]1([O-])CCOCC1, CC(C)=O, [O-][I+3]([O-])([O-])[O-], [Na+], O. Yields the product CCCCCC(=O)N1CCC(C)(c2cccc(C=O)c2)C(C)C1. Reaction SMILES: [C:1]([CH2:2][CH2:3][CH2:4][CH2:5][CH3:6])(=[O:7])[N:8]1[CH2:9][CH:10]([CH3:23])[C:11]([c:14]2[cH:15][c:16]([CH:20]=[CH2:21])[cH:17][cH:18][cH:19]2)([CH3:22])[CH2:12][CH2:13]1.[CH3:25][N+:26]1([O-:27])[CH2:28][CH2:30][O:29][CH2:31][CH2:32]1.[CH3:39][C:40](=[O:41])[CH3:42].[I+3:33]([O-:34])([O-:35])([O-:36])[O-:37].[Na+:38].[OH2:24]>>[C:1]([CH2:2][CH2:3][CH2:4][CH2:5][CH3:6])(=[O:7])[N:8]1[CH2:9][CH:10]([CH3:23])[C:11]([c:14]2[cH:15][c:16]([CH:20]=[O:29])[cH:17][cH:18][cH:19]2)([CH3:22])[CH2:12][CH2:13]1. The reactants are CN(C1=CC=C(CC2NCCC3=CC(=C(C=C23)OC)OC)C=C1)C (1-(4-Dimethylamino-benzyl)-6,7-dimethoxy-1,2,3,4-tetrahydroisoquinoline), BrCC(=O)Br (2-bromoacetyl bromide), C(C)OC1=C(CN)C=CC=C1 (2-ethoxy-benzylamine). Product: CN(C1=CC=C(CC2N(CCC3=CC(=C(C=C23)OC)OC)CC(=O)NCC2=C(C=CC=C2)OCC)C=C1)C (2-[1-(4-Dimethylamino-benzyl)-6,7-dimethoxy-3,4-dihydro-1H-isoquinolin-2-yl]-N-(2-ethoxy-benzyl)-acetamide). RXN SMILES: [CH3:1][N:2]([CH3:24])[C:3]1[CH:23]=[CH:22][C:6]([CH2:7][CH:8]2[C:17]3[C:12](=[CH:13][C:14]([O:20][CH3:21])=[C:15]([O:18][CH3:19])[CH:16]=3)[CH2:11][CH2:10][NH:9]2)=[CH:5][CH:4]=1.Br[CH2:26][C:27](Br)=[O:28].[CH2:30]([O:32][C:33]1[CH:40]=[CH:39][CH:38]=[CH:37][C:34]=1[CH2:35][NH2:36])[CH3:31]>>[CH3:24][N:2]([CH3:1])[C:3]1[CH:4]=[CH:5][C:6]([CH2:7][CH:8]2[C:17]3[C:12](=[CH:13][C:14]([O:20][CH3:21])=[C:15]([O:18][CH3:19])[CH:16]=3)[CH2:11][CH2:10][N:9]2[CH2:26][C:27]([NH:36][CH2:35][C:34]2[CH:37]=[CH:38][CH:39]=[CH:40][C:33]=2[O:32][CH2:30][CH3:31])=[O:28])=[CH:22][CH:23]=1. Reported procedure: prepared by reaction of 1-(4-Dimethylamino-benzyl)-6,7-dimethoxy-1,2,3,4-tetrahydroisoquinoline and 2-bromoacetyl bromide with 2-ethoxy-benzylamine